This data is from the Open Reaction Database (ORD), a public repository of structured organic reaction records. The task is: describe an organic reaction: reactants, conditions, products, and yield Reactants: COC(=O)c1ccc2c(=O)n(CC(C)C)c(CNC(=O)OC(C)(C)C)c(-c3cccs3)c2c1, CO, Cl, [Na+], C1CCOC1, [OH-], O. The product is CC(C)Cn1c(CNC(=O)OC(C)(C)C)c(-c2cccs2)c2cc(C(=O)O)ccc2c1=O. As a reaction SMILES: [C:1]([CH3:2])([CH3:3])([CH3:4])[O:5][C:6](=[O:7])[NH:8][CH2:9][c:10]1[n:11]([CH2:30][CH:31]([CH3:32])[CH3:33])[c:12](=[O:29])[c:13]2[cH:14][cH:15][c:16]([C:25](=[O:26])[O:27][CH3:28])[cH:17][c:18]2[c:19]1-[c:20]1[s:21][cH:22][cH:23][cH:24]1.[CH3:43][OH:44].[ClH:37].[Na+:35].[O:38]1[CH2:39][CH2:40][CH2:41][CH2:42]1.[OH-:34].[OH2:36]>>[C:1]([CH3:2])([CH3:3])([CH3:4])[O:5][C:6](=[O:7])[NH:8][CH2:9][c:10]1[n:11]([CH2:30][CH:31]([CH3:32])[CH3:33])[c:12](=[O:29])[c:13]2[cH:14][cH:15][c:16]([C:25](=[O:26])[OH:27])[cH:17][c:18]2[c:19]1-[c:20]1[s:21][cH:22][cH:23][cH:24]1. Starting materials: CN(C)C, CS(=O)(=O)O, O, O=C1CC(O)CO1. Yields the product C[N+](C)(C)CC(O)CC(=O)[O-]. Reaction SMILES: [CH3:1][N:2]([CH3:3])[CH3:4].[CH3:5][S:6]([OH:7])(=[O:8])=[O:9].[OH2:17].[OH:10][CH:11]1[CH2:12][C:13](=[O:14])[O:15][CH2:16]1>>[CH3:1][N+:2]([CH3:3])([CH3:4])[CH2:16][CH:11]([OH:10])[CH2:12][C:13](=[O:14])[O-:15].